Task: describe an organic reaction: reactants, conditions, products, and yield. Dataset: the Open Reaction Database (ORD), a public repository of structured organic reaction records Starting materials: CS(=O)(=O)N(CCCCC(=O)O)C1CC(OC2=CC=C(C=C12)C)(C)C (5-[methylsulfonyl-(2,2,6-trimethylchroman-4-yl)amino]pentanoic acid), C1=CN(C=N1)C(=O)N2C=CN=C2 (CDI), NCCC1=NC=CC=C1 (2-(2-aminoethyl)-pyridine). Solvent: C1CCOC1 (THF). Conditions: time 3 hour. The product is N1=C(C=CC=C1)CCNC(CCCCN(C1CC(OC2=CC=C(C=C12)C)(C)C)S(=O)(=O)C)=O (5-[methylsulfonyl-(2,2,6-trimethylchroman-4-yl)amino]-pentanoic acid (2-(2-pyridyl)ethyl)amide). The yield is 49.8%. Reaction SMILES: [CH3:1][S:2]([N:5]([CH:13]1[C:22]2[C:17](=[CH:18][CH:19]=[C:20]([CH3:23])[CH:21]=2)[O:16][C:15]([CH3:25])([CH3:24])[CH2:14]1)[CH2:6][CH2:7][CH2:8][CH2:9][C:10](O)=[O:11])(=[O:4])=[O:3].C1N=CN(C(N2C=NC=C2)=O)C=1.[NH2:38][CH2:39][CH2:40][C:41]1[CH:46]=[CH:45][CH:44]=[CH:43][N:42]=1>C1COCC1>[N:42]1[CH:43]=[CH:44][CH:45]=[CH:46][C:41]=1[CH2:40][CH2:39][NH:38][C:10](=[O:11])[CH2:9][CH2:8][CH2:7][CH2:6][N:5]([S:2]([CH3:1])(=[O:3])=[O:4])[CH:13]1[C:22]2[C:17](=[CH:18][CH:19]=[C:20]([CH3:23])[CH:21]=2)[O:16][C:15]([CH3:25])([CH3:24])[CH2:14]1. Procedure details: A mixture of 0.5 g (1.4 mmol) of 5-[methylsulfonyl-(2,2,6-trimethylchroman-4-yl)amino]pentanoic acid (Example 10c) and 0.26 g (1.6 mmol) of CDI in 20 ml of THF is stirred at RT for 3 h. 0.2 g (1.6 mmol) of 2-(2-aminoethyl)-pyridine is then added and the mixture is stirred further overnight at RT. After concentrating the reaction mixture, the residue is taken up in EA and water, and the organic phase is washed 3 times with 2M sodium hydroxide solution. After drying over magnesium sulfate, concent... Reactants: CN(C)CCCN, CO, CCOCC, Cc1nnc(Cl)c2cc3ccccn3c12, Cl. Yields the product Cc1nnc(NCCCN(C)C)c2cc3ccccn3c12. RXN SMILES: [CH3:16][N:17]([CH2:18][CH2:19][CH2:20][NH2:21])[CH3:22].[CH3:24][OH:25].[CH3:26][CH2:27][O:28][CH2:29][CH3:30].[Cl:1][c:2]1[n:3][n:4][c:5]([CH3:15])[c:6]2[c:7]1[cH:8][c:9]1[cH:10][cH:11][cH:12][cH:13][n:14]21.[ClH:23]>>[c:2]1([NH:21][CH2:20][CH2:19][CH2:18][N:17]([CH3:16])[CH3:22])[n:3][n:4][c:5]([CH3:15])[c:6]2[c:7]1[cH:8][c:9]1[cH:10][cH:11][cH:12][cH:13][n:14]21. Reactants: C(#N)C1=C(C(=O)C(=C(C1=O)Cl)Cl)C#N (DDQ), COC=1C=C2CC(CNC2=CC1)CCC(=O)O (6-methoxy-3-carboxyethyl-1,2,3,4-tetrahydroquinoline), CC(C)(C)OC (MTBE). Run in C(Cl)Cl (CH2Cl2). Conditions: time 2 hour. The product is COC=1C=C2C=C(C=NC2=CC1)C(=O)OCC (6-methoxy-3-ethoxycarbonylquinoline). Reaction SMILES: [CH3:1][O:2][C:3]1[CH:4]=[C:5]2[C:10](=[CH:11][CH:12]=1)[NH:9][CH2:8][CH:7]([CH2:13]CC(O)=O)[CH2:6]2.C(C1C(=O)C(Cl)=C(Cl)[C:22](=[O:23])[C:21]=1C#N)#N.CC([O:36]C)(C)C>C(Cl)Cl>[CH3:1][O:2][C:3]1[CH:4]=[C:5]2[C:10](=[CH:11][CH:12]=1)[N:9]=[CH:8][C:7]([C:13]([O:23][CH2:22][CH3:21])=[O:36])=[CH:6]2. Reported procedure: To a stirred solution of 6-methoxy-3-carboxyethyl-1,2,3,4-tetrahydroquinoline (Step C, 17.6 g, 0.074 mol) in CH2Cl2 (330 mL) cooled at 5° C., was added DDQ (42.2 g, 0.186 mol) portion-wise. The reaction was stirred at RT for 2 h, then diluted with MTBE (600 mL), washed twice with 1N NaOH and twice with water. Flash chromatography in 20% EtOAc/Hexane yielded 6-methoxy-3-ethoxycarbonylquinoline. Reactants: C[Si](C)(C)C#N (trimethylsilyl cyanide), [N+]1(=CC=C(C=C1)C)[O-] (4-picoline N-oxide), N12CCCCCC2=NCCC1 (1,8-diazabicyclo[5.4.0]undec-7-ene). Run in C1CCOC1 (THF). Reaction conditions: temperature 25 celsius, time 12 hour. Product: C(#N)C1=NC=CC(=C1)C (2-cyano-4-methyl pyridine). Isolated yield 59.4%. As a reaction SMILES: [N+:1]1([O-])[CH:6]=[CH:5][C:4]([CH3:7])=[CH:3][CH:2]=1.C[Si]([C:13]#[N:14])(C)C.N12CCCN=C1CCCCC2>C1COCC1>[C:13]([C:2]1[CH:3]=[C:4]([CH3:7])[CH:5]=[CH:6][N:1]=1)#[N:14]. Reported procedure: To a suspension of 4-picoline N-oxide (13.64 g, 0.124 mole) in 82 ml of THF, under an inert atmosphere, was added trimethylsilyl cyanide (20.1 ml, 0.15 mole) followed by 1,8-diazabicyclo[5.4.0]undec-7-ene (DBU) (4.4 ml, 0.028 mole). After stirring at 25 ° C. for 12 hours, the reaction mixture was heated to reflux. After 4.5 hours, the solvent was removed under reduced pressure and the crude sample was eluted with methylene chloride through a pad of Florisil®. The solvent was removed under reduce... The reactants are C(C)(=O)OCC (ethyl acetate), C([O-])([O-])=O.[K+].[K+] (potassium carbonate), COC1=CC=C(CBr)C=C1 (p-methoxybenzyl bromide), OC1=C(C=O)C=CC=C1O (2,3-dihydroxybenzaldehyde). The solvent is CN(C=O)C (N, N-dimethylformamide), O (water). Reaction conditions: time 4 hour. Yields the product COC1=CC=C(COC2=C(C=O)C=CC=C2OCC2=CC=C(C=C2)OC)C=C1 (2,3-di(p-methoxybenzyloxy)benzaldehyde). Isolated yield 87.0%. As a reaction SMILES: [OH:1][C:2]1[C:9]([OH:10])=[CH:8][CH:7]=[CH:6][C:3]=1[CH:4]=[O:5].C(=O)([O-])[O-].[K+].[K+].[CH3:17][O:18][C:19]1[CH:26]=[CH:25][C:22]([CH2:23]Br)=[CH:21][CH:20]=1.[C:27]([O:30][CH2:31][CH3:32])(=O)C>CN(C)C=O.O>[CH3:17][O:18][C:19]1[CH:26]=[CH:25][C:22]([CH2:23][O:1][C:2]2[C:9]([O:10][CH2:6][C:3]3[CH:4]=[CH:32][C:31]([O:30][CH3:27])=[CH:9][CH:2]=3)=[CH:8][CH:7]=[CH:6][C:3]=2[CH:4]=[O:5])=[CH:21][CH:20]=1 |f:1.2.3|. Procedure details: To a solution of 2,3-dihydroxybenzaldehyde (1) (6.91 g; 50 mMol.) in N, N-dimethylformamide (70 ml) cooling at 0° C. are added potassium carbonate power (17.97 g; 2.6 Eq.) and p-methoxybenzyl bromide (26.14 g; 2.6 Eq.), and the mixture is stirred at room temperature for 4 hours. ##STR12## The reaction mixture is dilued with ethyl acetate and water. The organic layer is washed with water, dried, and concentrated under reduced pressure. The residue is crystallized from a mixture of ether and hexan...